From a dataset of the Open Reaction Database (ORD), a public repository of structured organic reaction records. describe an organic reaction: reactants, conditions, products, and yield Reactants: [Al+3], CCCCCOCCCCCOCCCCC#N, [H-], [H-], [H-], [H-], [Li+], [Na+], [Na+], O=S(=O)([O-])[O-], C1CCOC1. The product is CCCCCOCCCCCOCCCCCN. As a reaction SMILES: [Al+3:2].[C:7]([CH2:8][CH2:9][CH2:10][CH2:11][O:12][CH2:13][CH2:14][CH2:15][CH2:16][CH2:17][O:18][CH2:19][CH2:20][CH2:21][CH2:22][CH3:23])#[N:24].[H-:1].[H-:4].[H-:5].[H-:6].[Li+:3].[Na+:25].[Na+:26].[O-:27][S:28](=[O:29])(=[O:30])[O-:31].[O:32]1[CH2:33][CH2:34][CH2:35][CH2:36]1>>[CH2:7]([CH2:8][CH2:9][CH2:10][CH2:11][O:12][CH2:13][CH2:14][CH2:15][CH2:16][CH2:17][O:18][CH2:19][CH2:20][CH2:21][CH2:22][CH3:23])[NH2:24]. The reactants are COC(=O)c1ccc(NC(=O)C(CC2CCCC2)c2ccc([N+](=O)[O-])cc2)nc1, CCOC(C)=O, CO, [H][H]. The product is COC(=O)c1ccc(NC(=O)C(CC2CCCC2)c2ccc(N)cc2)nc1. As a reaction SMILES: [CH3:1][O:2][C:3]([c:4]1[cH:5][n:6][c:7]([NH:10][C:11]([CH:12]([CH2:13][CH:14]2[CH2:15][CH2:16][CH2:17][CH2:18]2)[c:19]2[cH:20][cH:21][c:22]([N+:25]([O-:26])=[O:27])[cH:23][cH:24]2)=[O:28])[cH:8][cH:9]1)=[O:29].[CH3:32][CH2:33][O:34][C:35](=[O:36])[CH3:37].[CH3:38][OH:39].[H:30][H:31]>>[CH3:1][O:2][C:3]([c:4]1[cH:5][n:6][c:7]([NH:10][C:11]([CH:12]([CH2:13][CH:14]2[CH2:15][CH2:16][CH2:17][CH2:18]2)[c:19]2[cH:20][cH:21][c:22]([NH2:25])[cH:23][cH:24]2)=[O:28])[cH:8][cH:9]1)=[O:29].